From a dataset of the Open Reaction Database (ORD), a public repository of structured organic reaction records. describe an organic reaction: reactants, conditions, products, and yield Starting materials: CN(C(=S)Cl)C (dimethylthiocarbamoyl chloride), [OH-].[K+] (potassium hydroxide), OC1=C(C(=O)C2=CC=C(C#N)C=C2)C=CC=C1 (4-(2-hydroxybenzoyl)benzonitrile). The solvent is CC(=O)C (acetone), O (water), CC(=O)C (acetone). Conditions: temperature 50 celsius. Product: CN(C(OC1=C(C=CC=C1)C(C1=CC=C(C=C1)C#N)=O)=S)C (O-2-(4-cyanobenzoyl)phenyl dimethylthiocarbamate), solid. Isolated yield 84.0%. Reaction SMILES: [OH:1][C:2]1[CH:17]=[CH:16][CH:15]=[CH:14][C:3]=1[C:4]([C:6]1[CH:13]=[CH:12][C:9]([C:10]#[N:11])=[CH:8][CH:7]=1)=[O:5].[OH-].[K+].[CH3:20][N:21]([CH3:25])[C:22](Cl)=[S:23]>O.CC(C)=O>[CH3:20][N:21]([CH3:25])[C:22](=[S:23])[O:1][C:2]1[CH:17]=[CH:16][CH:15]=[CH:14][C:3]=1[C:4](=[O:5])[C:6]1[CH:13]=[CH:12][C:9]([C:10]#[N:11])=[CH:8][CH:7]=1 |f:1.2|. Reported procedure: 15 g (0.0672 mol) of the 4-(2-hydroxybenzoyl)benzonitrile obtained in Preparation IVb are suspended in a mixture of 150 cm3 of water and 100 cm3 of acetone, 4.15 g (0.0735 mol) of potassium hydroxide are then added and the resulting reaction mixture is stirred and heated for 20 minutes at 50° C. (a red coloration appears, followed by complete dissolution). The solution obtained is cooled to 0° C., a solution of 9.14 g (0.074 mol) of dimethylthiocarbamoyl chloride in 80 ml of acetone is added and... The reactants are CCOC(C)=O, O=[N+]([O-])c1ccc(O)cc1F. Product: Nc1ccc(O)cc1F. RXN SMILES: [CH3:12][CH2:13][O:14][C:15](=[O:16])[CH3:17].[F:1][c:2]1[cH:3][c:4]([OH:11])[cH:5][cH:6][c:7]1[N+:8]([O-:9])=[O:10]>>[F:1][c:2]1[cH:3][c:4]([OH:11])[cH:5][cH:6][c:7]1[NH2:8].